describe an organic reaction: reactants, conditions, products, and yield From a dataset of the Open Reaction Database (ORD), a public repository of structured organic reaction records. Starting materials: C(CC=1C(C(=O)OC)=CC=CC1)(=O)OC (dimethyl homophthalate), O1C(=CC=C1)C=O (2-furaldehyde). Product: C=1C2=C(OC1)C=C1C=3C(=CC=CC32)C(=O)OC1=O (Naphtho[2,1-b]furan-5,6-dicarboxylic Anhydride). Reaction SMILES: [C:1]([O:14]C)(=[O:13])[CH2:2][C:3]1[C:4](=[CH:9][CH:10]=[CH:11][CH:12]=1)[C:5]([O:7]C)=O.[O:16]1[CH:20]=[CH:19][CH:18]=[C:17]1[CH:21]=O>>[CH:19]1[C:18]2[C:12]3[CH:11]=[CH:10][CH:9]=[C:4]4[C:5]([O:14][C:1](=[O:13])[C:2]([C:3]=34)=[CH:21][C:17]=2[O:16][CH:20]=1)=[O:7]. Procedure details: As described in example 14, the following compounds were prepared from dimethyl homophthalate and 2-furaldehyde: Reactants: FC(S(=O)(=O)OC1=C(C=C(C=C1C)[N+](=O)[O-])Br)(F)F (2-bromo-6-methyl-4-nitrophenyl trifluoromethanesulfonate), C(CCC)C(=C(CCCC)CCCC)[Sn] (tributylvinyltin), [Li+].[Cl-] (LiCl), PdCl2dppf, [OH-].[Na+] (NaOH). The solvent is CN(C)C=O (DMF). Run at temperature 70 celsius, time 5 minute. Product: BrC1=C(C(=CC(=C1)[N+](=O)[O-])C)C=C (1-bromo-3-methyl-5-nitro-2-vinylbenzene). Yield: 28.3%. As a reaction SMILES: FC(F)(F)S(O[C:7]1[C:12]([CH3:13])=[CH:11][C:10]([N+:14]([O-:16])=[O:15])=[CH:9][C:8]=1[Br:17])(=O)=O.[CH2:20](C([Sn])=C(CCCC)CCCC)[CH2:21]CC.[Li+].[Cl-].[OH-].[Na+]>CN(C=O)C>[Br:17][C:8]1[CH:9]=[C:10]([N+:14]([O-:16])=[O:15])[CH:11]=[C:12]([CH3:13])[C:7]=1[CH:20]=[CH2:21] |f:2.3,4.5,^1:21|. Procedure: The reaction mixture of 2-bromo-6-methyl-4-nitrophenyl trifluoromethanesulfonate (65B) (10.1 g, 27.7 mmol), tributylvinyltin (8.18 ml, 27.7 mmol), LiCl (1.4 g, 33.2 mmol), PdCl2dppf (607 mg, 0.83 mmol) in DMF (50 ml) was reacted at 70° C. for 3 h. Then 2N NaOH was added and stirred at 70° C. for 5 min. The reaction mixture was cooled down, washed by sat. NaHCO3, extracted by EtOAc, dry over MgSO4, filtered, concentrated down and purified by silica gel column, eluting by 0-100% EtOAc in Hexanes t... Run at time 1 hour. Reported procedure: A solution of 10,11-dihydro-5H-pyrrolo[2,1-c][1,4]benzodiazepine (100 mmol) and N,N-diisopropylethyl amine (130 mmol) in dichloromethane (500 mL) was cooled to 0° C. 6-Chloronicotinoyl chloride (130 mmol) was added dropwise under nitrogen. The solution was stirred for one hour as it returned to room temperature. The reaction mixture was filtered through a sica gel pad, washed with 0.5 N sodium hydroxide and water, dried over anhydrous magnesium sulfate. The solution was again filtered through a ... Reaction SMILES: [CH:1]1[CH:2]=[CH:3][N:4]2[CH2:10][C:9]3[CH:11]=[CH:12][CH:13]=[CH:14][C:8]=3[NH:7][CH2:6][C:5]=12.C(N(CC)C(C)C)(C)C.[Cl:24][C:25]1[CH:33]=[CH:32][C:28]([C:29](Cl)=[O:30])=[CH:27][N:26]=1>ClCCl>[Cl:24][C:25]1[N:26]=[CH:27][C:28]([C:29]([N:7]2[C:8]3[CH:14]=[CH:13][CH:12]=[CH:11][C:9]=3[CH2:10][N:4]3[CH:3]=[CH:2][CH:1]=[C:5]3[CH2:6]2)=[O:30])=[CH:32][CH:33]=1. Solvent: ClCCl (dichloromethane). Product: ClC1=CC=C(C=N1)C(=O)N1CC=2N(CC3=C1C=CC=C3)C=CC2 ((6-Chloro-pyridin-3-yl)-[10,11-dihydro-5H-pyrrolo[2,1-c][1,4]benzodiazepin-10-yl]methanone). Reactants: C=1C=CN2C1CNC1=C(C2)C=CC=C1 (10,11-dihydro-5H-pyrrolo[2,1-c][1,4]benzodiazepine), C(C)(C)N(C(C)C)CC (N,N-diisopropylethyl amine), ClC1=NC=C(C(=O)Cl)C=C1 (6-Chloronicotinoyl chloride).